From a dataset of the Open Reaction Database (ORD), a public repository of structured organic reaction records. describe an organic reaction: reactants, conditions, products, and yield The reactants are CC(c1ccccc1)N1CCC(C2(NC(=O)OC(C)(C)C)CC2)C1, C, CCO, [Pd]. The product is CC(C)(C)OC(=O)NC1(C2CCNC2)CC1. Reaction SMILES: [C:1]([CH3:2])([CH3:3])([CH3:4])[O:5][C:6](=[O:7])[NH:8][C:9]1([CH:12]2[CH2:13][N:14]([CH:17]([c:18]3[cH:19][cH:20][cH:21][cH:22][cH:23]3)[CH3:24])[CH2:15][CH2:16]2)[CH2:10][CH2:11]1.[C:28].[CH3:25][CH2:26][OH:27].[Pd:29]>>[C:1]([CH3:2])([CH3:3])([CH3:4])[O:5][C:6](=[O:7])[NH:8][C:9]1([CH:12]2[CH2:13][NH:14][CH2:15][CH2:16]2)[CH2:10][CH2:11]1. Reactants: C(CCCCC)C=1C=C2C=CC=NC2=C(C1)Br (6-hexyl-8-bromoquinoline), [N+](=O)([O-])C=1C=C(C=CC1)B(O)O (3-nitrobenzene boronic acid). The product is C(CCCCC)C=1C=C2C=CC=NC2=C(C1)C1=CC(=CC=C1)[N+](=O)[O-] (6-hexyl-8-(3-nitrophenyl)quinoline). As a reaction SMILES: [CH2:1]([C:7]1[CH:8]=[C:9]2[C:14](=[C:15](Br)[CH:16]=1)[N:13]=[CH:12][CH:11]=[CH:10]2)[CH2:2][CH2:3][CH2:4][CH2:5][CH3:6].[N+:18]([C:21]1[CH:22]=[C:23](B(O)O)[CH:24]=[CH:25][CH:26]=1)([O-:20])=[O:19]>>[CH2:1]([C:7]1[CH:8]=[C:9]2[C:14](=[C:15]([C:25]3[CH:24]=[CH:23][CH:22]=[C:21]([N+:18]([O-:20])=[O:19])[CH:26]=3)[CH:16]=1)[N:13]=[CH:12][CH:11]=[CH:10]2)[CH2:2][CH2:3][CH2:4][CH2:5][CH3:6]. Reported procedure: 6-hexyl-8-bromoquinoline and 3-nitrobenzene boronic acid can be combined to form 6-hexyl-8-(3-nitrophenyl)quinoline,